This data is from the Open Reaction Database (ORD), a public repository of structured organic reaction records. The task is: describe an organic reaction: reactants, conditions, products, and yield As a reaction SMILES: [BH4-:24].[C:26]([O-:27])(=[O:28])[CH:29]=[CH:30][C:31]([O-:32])=[O:33].[CH3:13][CH:14]([C:15](=[O:16])[N:17]1[CH2:18][CH2:19][NH:20][CH2:21][CH2:22]1)[CH3:23].[CH3:1][O:2][c:3]1[cH:4][cH:5][c:6]2[c:10]([cH:11]1)[C:9](=[O:12])[CH2:8][CH2:7]2.[CH3:34][CH:35]([CH3:36])[O-:37].[CH3:39][CH:40]([CH3:41])[O-:42].[CH3:43][CH:44]([CH3:45])[O-:46].[CH3:47][CH:48]([CH3:49])[O-:50].[Na+:25].[Ti+4:38]>>[CH3:1][O:2][c:3]1[cH:4][cH:5][c:6]2[c:10]([cH:11]1)[CH:9]([N:20]1[CH2:19][CH2:18][N:17]([C:15]([CH:14]([CH3:13])[CH3:23])=[O:16])[CH2:22][CH2:21]1)[CH2:8][CH2:7]2. Starting materials: [BH4-], O=C([O-])C=CC(=O)[O-], CC(C)C(=O)N1CCNCC1, COc1ccc2c(c1)C(=O)CC2, CC(C)[O-], CC(C)[O-], CC(C)[O-], CC(C)[O-], [Na+], [Ti+4]. Product: COc1ccc2c(c1)C(N1CCN(C(=O)C(C)C)CC1)CC2.